From a dataset of the Open Reaction Database (ORD), a public repository of structured organic reaction records. describe an organic reaction: reactants, conditions, products, and yield Starting materials: C1(CCCCCC1)N(C(NC1=C(C(=CC(=C1)OC)C(C)(C)C)O)=O)C1=CC=C(C=C1)N(C)C (2-[3-cycloheptyl-3-(4-dimethylaminophenyl)ureido]-4-methoxy-6-tert-butylphenol), C(C1=CC=CC=C1)OC(=O)N[C@@H](C)C(=O)O (N-benzyloxycarbonyl-L-alanine), Cl.C(C)N=C=NCCCN(C)C (1-ethyl-3-(3-dimethylaminopropyl)carbodiimide hydrochloride). Reagents/catalysts: CN(C1=CC=NC=C1)C (4-dimethylaminopyridine). The solvent is CN(C=O)C (dimethylformamide). Reaction conditions: time 5 hour. The product is C(C1=CC=CC=C1)OC(=O)N[C@@H](C)C(=O)OC1=C(C=C(C=C1C(C)(C)C)OC)NC(=O)N(C1=CC=C(C=C1)N(C)C)C1CCCCCC1 (O-(N-benzyloxycarbonyl-L-alanyl)-2-[3-cycloheptyl-3-(4-dimethylaminophenyl)ureido]-4-methoxy-6-tert-butylphenol). Yield: 59.7%. Reaction SMILES: [CH:1]1([N:8]([C:25]2[CH:30]=[CH:29][C:28]([N:31]([CH3:33])[CH3:32])=[CH:27][CH:26]=2)[C:9](=[O:24])[NH:10][C:11]2[CH:16]=[C:15]([O:17][CH3:18])[CH:14]=[C:13]([C:19]([CH3:22])([CH3:21])[CH3:20])[C:12]=2[OH:23])[CH2:7][CH2:6][CH2:5][CH2:4][CH2:3][CH2:2]1.[CH2:34]([O:41][C:42]([NH:44][C@H:45]([C:47](O)=[O:48])[CH3:46])=[O:43])[C:35]1[CH:40]=[CH:39][CH:38]=[CH:37][CH:36]=1.Cl.C(N=C=NCCCN(C)C)C>CN(C)C1C=CN=CC=1.CN(C)C=O>[CH2:34]([O:41][C:42]([NH:44][C@H:45]([C:47]([O:23][C:12]1[C:13]([C:19]([CH3:22])([CH3:21])[CH3:20])=[CH:14][C:15]([O:17][CH3:18])=[CH:16][C:11]=1[NH:10][C:9]([N:8]([CH:1]1[CH2:7][CH2:6][CH2:5][CH2:4][CH2:3][CH2:2]1)[C:25]1[CH:30]=[CH:29][C:28]([N:31]([CH3:33])[CH3:32])=[CH:27][CH:26]=1)=[O:24])=[O:48])[CH3:46])=[O:43])[C:35]1[CH:40]=[CH:39][CH:38]=[CH:37][CH:36]=1 |f:2.3|. Reported procedure: A mixture of 1.5 g of 2-[3-cycloheptyl-3-(4-dimethylaminophenyl)ureido]-4-methoxy-6-tert-butylphenol, 2.16 g of N-benzyloxycarbonyl-L-alanine, 1.95 g of 1-ethyl-3-(3-dimethylaminopropyl)carbodiimide hydrochloride (WSC), 0.62 g of 4-dimethylaminopyridine (DMPA) and 30 ml of dimethylformamide (DMF) was stirred at room temperature for 5 hours. A saturated saline solution was added to the mixture and the mixture was extracted with ethyl acetate. The extract was washed and dried. The solvent was remo... The reactants are CN1CCNCC1, CC(C)O, Cc1ccc(-c2ccnc(Cl)c2)cc1F, Cl. Yields the product Cc1ccc(-c2ccnc(N3CCN(C)CC3)c2)cc1F. Reaction SMILES: [CH3:16][N:17]1[CH2:18][CH2:19][NH:20][CH2:21][CH2:22]1.[CH3:24][CH:25]([OH:26])[CH3:27].[Cl:1][c:2]1[n:3][cH:4][cH:5][c:6](-[c:8]2[cH:9][c:10]([F:15])[c:11]([CH3:14])[cH:12][cH:13]2)[cH:7]1.[ClH:23]>>[c:2]1([N:20]2[CH2:19][CH2:18][N:17]([CH3:16])[CH2:22][CH2:21]2)[n:3][cH:4][cH:5][c:6](-[c:8]2[cH:9][c:10]([F:15])[c:11]([CH3:14])[cH:12][cH:13]2)[cH:7]1. Starting materials: NC1CN(CCC1)C1=CC=CC=C1 (3-amino-1-phenylpiperidine), C(C)(=O)OC1C2=CC=CC=C2OC=2C=CC=CC12 (9-acetoxyxanthene). The solvent is C1(=CC=CC=C1)C (toluene). Product: C1(=CC=CC=C1)N1CC(CCC1)NC1C2=CC=CC=C2OC=2C=CC=CC12 (N-(N-phenyl-3-piperidinyl)-9-xanthenylamine). As a reaction SMILES: [NH2:1][CH:2]1[CH2:7][CH2:6][CH2:5][N:4]([C:8]2[CH:13]=[CH:12][CH:11]=[CH:10][CH:9]=2)[CH2:3]1.C(O[CH:18]1[C:31]2[CH:30]=[CH:29][CH:28]=[CH:27][C:26]=2[O:25][C:24]2[C:19]1=[CH:20][CH:21]=[CH:22][CH:23]=2)(=O)C>C1(C)C=CC=CC=1>[C:8]1([N:4]2[CH2:5][CH2:6][CH2:7][CH:2]([NH:1][CH:18]3[C:19]4[CH:20]=[CH:21][CH:22]=[CH:23][C:24]=4[O:25][C:26]4[C:31]3=[CH:30][CH:29]=[CH:28][CH:27]=4)[CH2:3]2)[CH:13]=[CH:12][CH:11]=[CH:10][CH:9]=1. Procedure: Refluxing 3-amino-1-phenylpiperidine with 9-acetoxyxanthene in dry toluene by the procedure of Example 1 gives N-(N-phenyl-3-piperidinyl)-9-xanthenylamine. Starting materials: Br[C@@H]1[C@H](C[C@@H]2CC[C@H]3[C@@H]4CC[C@H](C(C)=O)[C@]4(CC([C@@H]3[C@]2(C1)C)=O)C)O (2β-bromo-3α-hydroxy-5α-pregnane-11,20-dione), BrBr (bromine), O (water), BrBr (bromine). Solvent: CO (methanol). The product is Br[C@@H]1[C@H](C[C@@H]2CC[C@H]3[C@@H]4CC[C@H](C(CBr)=O)[C@]4(CC([C@@H]3[C@]2(C1)C)=O)C)O (2β,21-dibromo-3α-hydroxy-5α-pregnane-11,20-dione). RXN SMILES: [Br:1][C@H:2]1[CH2:21][C@@:20]2([CH3:22])[C@@H:5]([CH2:6][CH2:7][C@@H:8]3[C@@H:19]2[C:18](=[O:23])[CH2:17][C@@:16]2([CH3:24])[C@H:9]3[CH2:10][CH2:11][C@@H:12]2[C:13](=[O:15])[CH3:14])[CH2:4][C@@H:3]1[OH:25].[Br:26]Br.O>CO>[Br:1][C@H:2]1[CH2:21][C@@:20]2([CH3:22])[C@@H:5]([CH2:6][CH2:7][C@@H:8]3[C@@H:19]2[C:18](=[O:23])[CH2:17][C@@:16]2([CH3:24])[C@H:9]3[CH2:10][CH2:11][C@@H:12]2[C:13](=[O:15])[CH2:14][Br:26])[CH2:4][C@@H:3]1[OH:25]. Procedure: A stirred solution of 2β-bromo-3α-hydroxy-5α-pregnane-11,20-dione (5.0 g.) in methanol (100 ml.) was treated at 0° with a solution of bromine (1 ml.) in methaol (30 ml.) at such a rate that the yellow colour disappeared before further addition of the bromine solution. The mixture was then poured into water and the precipitated solid was collected by filtration, washed with water and dried over P2O5 in vacuo. The resulting solid (5.0 g.) was purified by column chromatography (silica, EtOAc/ C6H6 ...